From a dataset of the Open Reaction Database (ORD), a public repository of structured organic reaction records. describe an organic reaction: reactants, conditions, products, and yield Reactants: Cc1cc(Br)cc(C)c1Sc1nc(N(C(=O)OC(C)(C)C)c2ccc(C#N)cc2)nc2cc[nH]c12, C1CCOC1, C[Si](C)(C)[N-][Si](C)(C)C, CI, [Li+]. Yields the product Cc1cc(Br)cc(C)c1Sc1nc(N(C(=O)OC(C)(C)C)c2ccc(C#N)cc2)nc2ccn(C)c12. RXN SMILES: [Br:1][c:2]1[cH:3][c:4]([CH3:35])[c:5]([S:9][c:10]2[c:11]3[c:12]([n:13][c:14]([N:16]([C:17]([O:18][C:19]([CH3:20])([CH3:21])[CH3:22])=[O:23])[c:24]4[cH:25][cH:26][c:27]([C:30]#[N:31])[cH:28][cH:29]4)[n:15]2)[cH:32][cH:33][nH:34]3)[c:6]([CH3:8])[cH:7]1.[CH2:48]1[O:49][CH2:50][CH2:51][CH2:52]1.[CH3:37][Si:38]([N-:39][Si:40]([CH3:41])([CH3:42])[CH3:43])([CH3:44])[CH3:45].[I:46][CH3:47].[Li+:36]>>[Br:1][c:2]1[cH:3][c:4]([CH3:35])[c:5]([S:9][c:10]2[c:11]3[c:12]([n:13][c:14]([N:16]([C:17]([O:18][C:19]([CH3:20])([CH3:21])[CH3:22])=[O:23])[c:24]4[cH:25][cH:26][c:27]([C:30]#[N:31])[cH:28][cH:29]4)[n:15]2)[cH:32][cH:33][n:34]3[CH3:37])[c:6]([CH3:8])[cH:7]1. Reactants: O (water), C(C1=CC=CC=C1)N1CCNCC1 (1-benzylpiperazine), Cl.BrC1=CC2=C(N(C(=N2)CCCl)C)C2=CC=CC=C12 (5-bromo-2-(2-chloroethyl)-1-methyl-1H-naphth[1,2-d]imidazole hydrochloride), [OH-].[Na+] (NaOH). Run in CO (methanol). The product is BrC1=CC2=C(N(C(=N2)CCN2CCN(CC2)CC2=CC=CC=C2)C)C2=CC=CC=C12 (5-Bromo-2-[2-(4-benzyl-1-piperazinyl)ethyl]-1-methyl-1H-naphth[1,2-d]imidazole). Reaction SMILES: [CH2:1]([N:8]1[CH2:13][CH2:12][NH:11][CH2:10][CH2:9]1)[C:2]1[CH:7]=[CH:6][CH:5]=[CH:4][CH:3]=1.Cl.[Br:15][C:16]1[C:32]2[C:27](=[CH:28][CH:29]=[CH:30][CH:31]=2)[C:19]2[N:20]([CH3:26])[C:21]([CH2:23][CH2:24]Cl)=[N:22][C:18]=2[CH:17]=1.[OH-].[Na+].O>CO>[Br:15][C:16]1[C:32]2[C:27](=[CH:28][CH:29]=[CH:30][CH:31]=2)[C:19]2[N:20]([CH3:26])[C:21]([CH2:23][CH2:24][N:11]3[CH2:12][CH2:13][N:8]([CH2:1][C:2]4[CH:3]=[CH:4][CH:5]=[CH:6][CH:7]=4)[CH2:9][CH2:10]3)=[N:22][C:18]=2[CH:17]=1 |f:1.2,3.4|. Procedure: 4 cc (0.022 mole) of 1-benzylpiperazine is added to a solution of 7.2 g (0.02 mole) of 5-bromo-2-(2-chloroethyl)-1-methyl-1H-naphth[1,2-d]imidazole hydrochloride and 40 cc (0.04 mole) of 1N NaOH in 100 cc of hot methanol, and the obtained reaction mixture is heated under an argon atmosphere at reflux temperature for several hours. When the reaction, which is followed by thin layer chromatography, is completed, the solvent is boiled off and the obtained residue is taken up with a small amount of ... Starting materials: C1(=CC=CC=C1)[Mg]Br (phenylmagnesium bromide), CC(C(C)=O)=O (2,3-butanedione). The solvent is C1CCOC1.C1(=CC=CC=C1)C (THF PhMe), C1CCOC1.C1(=CC=CC=C1)C (THF PhMe). The product is OC(C(C)=O)(C)C1=CC=CC=C1 (3-hydroxy-3-phenylbutan-2-one). The yield is 66.4%. Reaction SMILES: [C:1]1([Mg]Br)[CH:6]=[CH:5][CH:4]=[CH:3][CH:2]=1.[CH3:9][C:10](=[O:14])[C:11](=[O:13])[CH3:12]>C1COCC1.C1(C)C=CC=CC=1>[OH:14][C:10]([C:1]1[CH:6]=[CH:5][CH:4]=[CH:3][CH:2]=1)([CH3:9])[C:11](=[O:13])[CH3:12] |f:2.3|. Reported procedure: The process can also be run in mixtures of tetrahydrofuran and toluene, thereby making the process more economical. When 1.1 equivalent of phenylmagnesium bromide (1.9M in 50% THF/PhMe) was added to 2,3-butanedione in 50% THF/PhMe, crude product was isolated in 82.4% yield (Run 10, Table IV) after work-up. Short path vacuum distillation gave 3-hydroxy-3-phenylbutan-2-one in 68% yield. Alternatively, preparation of phenylmagnesium bromide in 38% THF/PhMe, followed by reaction with 2,3-butanedione... Run at temperature 40 celsius. Starting materials: C[C@@H]([C@@H](C(NC=1SC=CN1)=O)NC([C@@H]([C@H](C)N(OC1OCCCC1)C=O)CC(C)C)=O)CCNCN=N[N+](=O)[O-] ((2R,3S)-3-(Formyl-tetrahydropyranyloxyamino)-2-(2-methyl-1-propyl)butanoic acid [(1S,2R)-2-methyl-4-(nitroimino-amino)methylamino-1-(1,3-thiazol-2-ylcarbamoyl)-1-butyl]amide). Reported procedure: (2R,3S)-3-(Formyl-tetrahydropyranyloxyamino)-2-(2-methyl-1-propyl)butanoic acid [(1S,2R)-2-methyl-4-(nitroimino-amino)methylamino-1-(1,3-thiazol-2-ylcarbamoyl)-1-butyl]amide (30 mg, 0.049 mmol) is dissolved in 2 mL of 80% acetic acid and heated at 40° C. for 20 h. Concentration in vacuo, trituration with dichloromethane/ether, and collection of the product provides 26 mg of (2R,3S)-3-(formyl-hydroxyamino)-2-(2-methyl-1-propyl)butanoic acid [(1S,2R)-2-methyl-4-(nitroimino-amino)methylamino-1-(1,3... Isolated yield 106.0%. Yields the product C[C@@H]([C@@H](C(NC=1SC=CN1)=O)NC([C@@H]([C@H](C)N(O)C=O)CC(C)C)=O)CCNCN=N[N+](=O)[O-] ((2R,3S)-3-(formyl-hydroxyamino)-2-(2-methyl-1-propyl)butanoic acid [(1S,2R)-2-methyl-4-(nitroimino-amino)methylamino-1-(1,3-thiazol-2-ylcarbamoyl)-1-butyl]amide). The solvent is C(C)(=O)O (acetic acid). As a reaction SMILES: [CH3:1][C@H:2]([CH2:32][CH2:33][NH:34][CH2:35][N:36]=[N:37][N+:38]([O-:40])=[O:39])[C@H:3]([NH:12][C:13](=[O:31])[C@H:14]([CH2:27][CH:28]([CH3:30])[CH3:29])[C@@H:15]([N:17]([CH:25]=[O:26])[O:18]C1CCCCO1)[CH3:16])[C:4](=[O:11])[NH:5][C:6]1[S:7][CH:8]=[CH:9][N:10]=1>C(O)(=O)C>[CH3:1][C@H:2]([CH2:32][CH2:33][NH:34][CH2:35][N:36]=[N:37][N+:38]([O-:40])=[O:39])[C@H:3]([NH:12][C:13](=[O:31])[C@H:14]([CH2:27][CH:28]([CH3:29])[CH3:30])[C@@H:15]([N:17]([CH:25]=[O:26])[OH:18])[CH3:16])[C:4](=[O:11])[NH:5][C:6]1[S:7][CH:8]=[CH:9][N:10]=1. Starting materials: BrC1=CC2=C(N=CN=C2Cl)S1 (6-bromo-4-chlorothieno[2,3-d]pyrimidine), C1(CC1)B(O)O (cyclopropylboronic acid), C([O-])([O-])=O.[Na+].[Na+] (sodium carbonate), C1=CC=C(C=C1)P(C2=CC=CC=C2)C3=CC=CC=C3 (PPh3). The reagents and catalysts are CC(=O)[O-].CC(=O)[O-].[Pd+2] (Pd(OAc)2). Solvent: O (water), CC1=CC=CC=C1 (methylbenzene), O (water). Reaction conditions: temperature 110 celsius, time 8 hour. Yields the product ClC=1C2=C(N=CN1)SC(=C2)C2CC2 (4-chloro-6-cyclopropylthieno[2,3-d]pyrimidine). As a reaction SMILES: Br[C:2]1[S:11][C:5]2[N:6]=[CH:7][N:8]=[C:9]([Cl:10])[C:4]=2[CH:3]=1.[CH:12]1(B(O)O)[CH2:14][CH2:13]1.C(=O)([O-])[O-].[Na+].[Na+].C1C=CC(P(C2C=CC=CC=2)C2C=CC=CC=2)=CC=1>O.CC([O-])=O.CC([O-])=O.[Pd+2].CC1C=CC=CC=1>[Cl:10][C:9]1[C:4]2[CH:3]=[C:2]([CH:12]3[CH2:14][CH2:13]3)[S:11][C:5]=2[N:6]=[CH:7][N:8]=1 |f:2.3.4,7.8.9|. Procedure: A 100-mL 3-necked round-bottom flask purged and maintained with an inert atmosphere of nitrogen was charged with commercially available 6-bromo-4-chlorothieno[2,3-d]pyrimidine (1.5 g, 6.01 mmol, 1.00 equiv), cyclopropylboronic acid (1.2 g, 13.97 mmol, 2.30 equiv), sodium carbonate (2.16 g, 20.38 mmol, 3.40 equiv), PPh3 (552 mg, 2.10 mmol, 0.35 equiv), Pd(OAc)2 (162 mg, 0.72 mmol, 0.12 equiv), water (7.5 mL) and methylbenzene (22.5 mL). The resulting solution was stirred overnight at 110° C. in a... Procedure details: From Intermediate 4H. To a solution of 6-amino-1-{4-[(5-chloropentyl)oxy]-2,6-difluorophenyl}-5-(4-fluorobenzoyl)pyridin-2(1H)-one (99 mg, 0.21 mmol) in anhydrous DMF (3 ml) under an atmosphere of nitrogen was added cyclopentyl L-leucinate (Intermediate 8) (212 mg, 1.06 mmol, 5 eq), sodium iodide (64 mg, 0.43 mmol, 2 eq) and N,N-diisopropylethylamine (0.039 ml, 0.21 mmol, 1 eq). The mixture was heated at 90° C. for 20 hours, before being allowed to cool to room temperature and diluted with EtOAc... Run at temperature 90 celsius. The solvent is CCOC(=O)C (EtOAc), CN(C)C=O (DMF). Reaction SMILES: [NH2:1][C:2]1[N:7]([C:8]2[C:13]([F:14])=[CH:12][C:11]([O:15][CH2:16][CH2:17][CH2:18][CH2:19][CH2:20]Cl)=[CH:10][C:9]=2[F:22])[C:6](=[O:23])[CH:5]=[CH:4][C:3]=1[C:24](=[O:32])[C:25]1[CH:30]=[CH:29][C:28]([F:31])=[CH:27][CH:26]=1.[CH:33]1([O:38][C:39](=[O:46])[C@H:40]([CH2:42][CH:43]([CH3:45])[CH3:44])[NH2:41])[CH2:37][CH2:36][CH2:35][CH2:34]1.[I-].[Na+].C(N(CC)C(C)C)(C)C>CN(C=O)C.CCOC(C)=O>[NH2:1][C:2]1[N:7]([C:8]2[C:13]([F:14])=[CH:12][C:11]([O:15][CH2:16][CH2:17][CH2:18][CH2:19][CH2:20][NH:41][C@H:40]([C:39]([O:38][CH:33]3[CH2:34][CH2:35][CH2:36][CH2:37]3)=[O:46])[CH2:42][CH:43]([CH3:45])[CH3:44])=[CH:10][C:9]=2[F:22])[C:6](=[O:23])[CH:5]=[CH:4][C:3]=1[C:24](=[O:32])[C:25]1[CH:30]=[CH:29][C:28]([F:31])=[CH:27][CH:26]=1 |f:2.3|. Isolated yield 48.0%. Starting materials: NC1=C(C=CC(N1C1=C(C=C(C=C1F)OCCCCCCl)F)=O)C(C1=CC=C(C=C1)F)=O (6-Amino-1-[4-[(5-chloropentyl)oxy]-2,6-difluorophenyl]-5-(4-fluoro-benzoyl)pyridin-2(1H)-one), NC1=C(C=CC(N1C1=C(C=C(C=C1F)OCCCCCCl)F)=O)C(C1=CC=C(C=C1)F)=O (6-amino-1-{4-[(5-chloropentyl)oxy]-2,6-difluorophenyl}-5-(4-fluorobenzoyl)pyridin-2(1H)-one), C1(CCCC1)OC([C@@H](N)CC(C)C)=O (L-leucine cyclopentyl ester), C1(CCCC1)OC([C@@H](N)CC(C)C)=O (L-leucine cyclopentyl ester), [I-].[Na+] (sodium iodide), C(C)(C)N(C(C)C)CC (N,N-diisopropylethylamine). Yields the product NC1=C(C=CC(N1C1=C(C=C(OCCCCCN[C@@H](CC(C)C)C(=O)OC2CCCC2)C=C1F)F)=O)C(C1=CC=C(C=C1)F)=O (Cyclopentyl N-(5-{4-[6-amino-5-(4-fluorobenzoyl)-2-oxopyridin-1(2H)-yl]-3,5-difluorophenoxy}pentyl)-L-leucinate).